From a dataset of the Open Reaction Database (ORD), a public repository of structured organic reaction records. describe an organic reaction: reactants, conditions, products, and yield Starting materials: COC1=CC=C(C=C1)CN1C2=C(NC(C3=C1N=CC=C3)=O)C=CC=N2 (5,11-dihydro-11-[(4-methoxyphenyl)methyl]-6H-dipyrido-[3,2-b:2',3'-e][1,4]diazepin-6-one), CI (methyl iodide), [H-].[Na+] (sodium hydride), [H-].[Na+] (sodium hydride), O (Water). Run in CN(C=O)C (dimethylformamide), CN(C=O)C (dimethylformamide). Reaction conditions: time 30 minute. Yields the product COC1=CC=C(C=C1)CN1C2=C(N(C(C3=C1N=CC=C3)=O)C)C=CC=N2 (5,11-dihydro-11-[(4-methoxy-phenyl)-methyl]-5-methyl-6H-dipyrido-[3,2-b:2',3'-e][1,4]diazepin-6-one). Yield: 99.1%. Reaction SMILES: [CH3:1][O:2][C:3]1[CH:8]=[CH:7][C:6]([CH2:9][N:10]2[C:16]3[N:17]=[CH:18][CH:19]=[CH:20][C:15]=3[C:14](=[O:21])[NH:13][C:12]3[CH:22]=[CH:23][CH:24]=[N:25][C:11]2=3)=[CH:5][CH:4]=1.[H-].[Na+].[CH3:28]I.O>CN(C)C=O>[CH3:1][O:2][C:3]1[CH:8]=[CH:7][C:6]([CH2:9][N:10]2[C:16]3[N:17]=[CH:18][CH:19]=[CH:20][C:15]=3[C:14](=[O:21])[N:13]([CH3:28])[C:12]3[CH:22]=[CH:23][CH:24]=[N:25][C:11]2=3)=[CH:5][CH:4]=1 |f:1.2|. Procedure details: 10.0 g (0.030 mol) of 5,11-dihydro-11-[(4-methoxyphenyl)methyl]-6H-dipyrido-[3,2-b:2',3'-e][1,4]diazepin-6-one was added to a flask containing 2.16 g of a 50% dispersion of sodium hydride in mineral oil and 100 ml of dimethylformamide. The resulting mixture was stirred at room temperature for 30 min. and then heated to 50° C. for 30 min. After cooling, 8.51 g (0.060 mol) of methyl iodide in 10 ml of dimethylformamide was added dropwise and the mixture was allowed to stir at room temperature over... Reactants: BrC=1C=C(C=CC1)SCC(C)=O (1-(3-Bromo-phenylsulfanyl)-propan-2-one), Cl.ClC=1C=C(C=CC1)NN (3-chlorophenylhydrazine hydrochloride). Solvent: CC(C)(C)O (t-BuOH). Reaction conditions: temperature 80 celsius, time 8 hour. Yields the product BrC=1C=C(C=CC1)SC1=C(NC2=CC(=CC=C12)Cl)C (3-(3-Bromo-phenylsulfanyl)-6-chloro-2-methyl-1H-indole). As a reaction SMILES: [Br:1][C:2]1[CH:3]=[C:4]([S:8][CH2:9][C:10](=O)[CH3:11])[CH:5]=[CH:6][CH:7]=1.Cl.[Cl:14][C:15]1[CH:16]=[C:17]([NH:21]N)[CH:18]=[CH:19][CH:20]=1>CC(O)(C)C>[Br:1][C:2]1[CH:3]=[C:4]([S:8][C:9]2[C:18]3[C:17](=[CH:16][C:15]([Cl:14])=[CH:20][CH:19]=3)[NH:21][C:10]=2[CH3:11])[CH:5]=[CH:6][CH:7]=1 |f:1.2|. Procedure details: 1-(3-Bromo-phenylsulfanyl)-propan-2-one (1.5 g, 6.12 mmol) and 3-chlorophenylhydrazine hydrochloride (1.21 g, 6.73 mmol) were combined in t-BuOH (50 mL) and the reaction was heated to 80° C. and stirred overnight. After cooling the reaction was worked-up using standard procedures to afford a crude mixture of two regioisomers which was then purified using silica gel chromatography (0-30% EtOAc in hexanes) to give the title compound.